From a dataset of the Open Reaction Database (ORD), a public repository of structured organic reaction records. describe an organic reaction: reactants, conditions, products, and yield The reactants are C(C1=CC=CC=C1)N1CC(CC1)N1N=NC=C1 (N-benzyl-3-(1,2,3-triazol-1-yl) pyrrolidine), Cl (HCl). The reagents and catalysts are [Pd] (Pd/C). Solvent: CO (methanol). Conditions: time 20 hour. The product is Cl.N1(N=NC=C1)C1CNCC1 (3-{1,2,3-triazol-1-yl]-pyrrolidine hydrochloride). As a reaction SMILES: C([N:8]1[CH2:12][CH2:11][CH:10]([N:13]2[CH:17]=[CH:16][N:15]=[N:14]2)[CH2:9]1)C1C=CC=CC=1.[ClH:18]>CO.[Pd]>[ClH:18].[N:13]1([CH:10]2[CH2:11][CH2:12][NH:8][CH2:9]2)[CH:17]=[CH:16][N:15]=[N:14]1 |f:4.5|. Reported procedure: To a solution of N-benzyl-3-(1,2,3-triazol-1-yl) pyrrolidine (1 g, 0. 0044 mol), in methanol (50 ml) was added 10 % Pd/C (100 mg ) and conc. HCl (1 ml). The suspension was hydrogenated at r.t. and 50 psi pressure for 20 h. The Pd/C was removed by filtration and the solution was concentrated. The residue was recrystallized from methanol/ether to obtain white crystalline title compound. Yield: 680 mg (89.45%). 1H NMR (D20) δ: 2.40-2.80 (m, 2H), 3.58-3.66 (m, 2H), 3.90-3.92 (d, 2H), 5.58-5.67 (m, 1... As a reaction SMILES: C(N)C1C=CC=CC=1.C(N)C.[F:12][C:13]1[CH:20]=[CH:19][C:16]([CH2:17][NH2:18])=[CH:15][CH:14]=1.[F:21][C:22]1[CH:44]=[CH:43][C:25]([CH2:26][N:27]2[CH2:31][CH2:30][N:29]([C:32]3[CH:33]=[C:34]([CH:39]=[CH:40][N:41]=3)[C:35](OC)=[O:36])[C:28]2=[O:42])=[CH:24][CH:23]=1>>[F:12][C:13]1[CH:20]=[CH:19][C:16]([CH2:17][NH:18][C:35](=[O:36])[C:34]2[CH:39]=[CH:40][N:41]=[C:32]([N:29]3[CH2:30][CH2:31][N:27]([CH2:26][C:25]4[CH:24]=[CH:23][C:22]([F:21])=[CH:44][CH:43]=4)[C:28]3=[O:42])[CH:33]=2)=[CH:15][CH:14]=1 |f:1.2|. Starting materials: C(C1=CC=CC=C1)N (benzylamine), C(C)N.FC1=CC=C(CN)C=C1 (4-fluorobenzylamine ethanamine), FC1=CC=C(CN2C(N(CC2)C=2C=C(C(=O)OC)C=CN2)=O)C=C1 (methyl 2-(3-(4-fluorobenzyl)-2-oxoimidazolidin-1-yl)isonicotinate). The product is FC1=CC=C(CNC(C2=CC(=NC=C2)N2C(N(CC2)CC2=CC=C(C=C2)F)=O)=O)C=C1 (N-(4-fluorobenzyl)-2-(3-(4-fluorobenzyl)-2-oxoimidazolidin-1-yl)isonicotinamide). Isolated yield 50.0%. Procedure details: Following the procedure as described in Example 15, making variations as required to replace benzylamine with 4-fluorobenzylamine ethanamine to react with methyl 2-(3-(4-fluorobenzyl)-2-oxoimidazolidin-1-yl)isonicotinate, N-(4-fluorobenzyl)-2-(3-(4-fluorobenzyl)-2-oxoimidazolidin-1-yl)isonicotinamide was obtained as a colorless solid in 50% yield: mp 173-175° C.; 1H NMR (300 MHz, CDCl3) δ 8.57 (s, 1H), 8.35 (d, J=5.1 Hz, 1H), 7.41-7.39 (m, 1H), 7.31-7.21 (m, 4H), 7.04-6.96 (m, 4H), 6.84 (br s, 1... Reactants: O (water), N#[N+][O-] (nitrous oxide), [N+](=O)(O)[O-] (nitric acid), O (water), [N+](=O)[O-] (nitrogen dioxide), [N+](=O)(O)[O-] (nitric acid), S(=O)=O (sulfur dioxide), S(=O)=O (sulfur dioxide). Product: S(O)(O)(=O)=O (Sulfuric acid), [N+](=O)(O)[O-] (nitric acid). RXN SMILES: [N+:1]([O-:4])([OH:3])=[O:2].[S:5](=[O:7])=[O:6].N#[N+][O-:10].[N+]([O-])=O.[OH2:14]>>[S:5](=[O:10])(=[O:7])([OH:6])[OH:14].[N+:1]([O-:4])([OH:3])=[O:2] |^1:10|. Procedure: In carrying out the process of the invention, an aqueous nitric acid solution containing about 1/11 to about 1/1.3 and preferably about 1/6 to about 1/2 by weight nitric acid is introduced into reactor 2 through line 10. The nitric acid solution is evenly distributed across the top of the reactor to establish a uniform flow of nitric acid downwardly through column 2. At the same time, gaseous sulfur dioxide is introduced into the bottom of column 2 through line 12. The sulfur dioxide flows throu... The reactants are solution, O (water), ClC1=C(C2=C(CC(O2)C(=O)OCC)C=C1)Cl (ethyl 6,7-dichloro-2,3-dihydrobenzofuran-2-carboxylate), ClS(=O)(=O)O (chlorosulfonic acid). Run in S(=O)(Cl)Cl (thionyl chloride). Product: ClS(=O)(=O)C=1C(=C(C2=C(CC(O2)C(=O)OCC)C1)Cl)Cl (ethyl 5-chlorosulfonyl-6,7-dichloro-2,3-dihydrobenzofuran-carboxylate). Yield: 101.6%. Reaction SMILES: [Cl:1][C:2]1[CH:15]=[CH:14][C:5]2[CH2:6][CH:7]([C:9]([O:11][CH2:12][CH3:13])=[O:10])[O:8][C:4]=2[C:3]=1[Cl:16].[Cl:17][S:18](O)(=[O:20])=[O:19].O>S(Cl)(Cl)=O>[Cl:17][S:18]([C:15]1[C:2]([Cl:1])=[C:3]([Cl:16])[C:4]2[O:8][CH:7]([C:9]([O:11][CH2:12][CH3:13])=[O:10])[CH2:6][C:5]=2[CH:14]=1)(=[O:20])=[O:19]. Reported procedure: To a solution (2.5 ml) of 1 g (3.83 mmol) of ethyl 6,7-dichloro-2,3-dihydrobenzofuran-2-carboxylate (1) in 2.5 ml of thionyl chloride is dropwise added 1.25 g of chlorosulfonic acid under ice-cooling and the mixture allowed to react at room temperature for 2 hours. The reaction mixture is poured into iced water and extracted with 60 ml of ethyl acetate. The organic layer is dried and evaporated to give about 1.4 g of ethyl 5-chlorosulfonyl-6,7-dichloro-2,3-dihydrobenzofuran-carboxylate (2) as an... Yields the product C1(CC1)/C=C/C(=O)OCC (ethyl (2E)-3-cyclopropylacrylate). Solvent: C1CCOC1 (THF), C1CCOC1 (THF). Conditions: temperature 0 celsius, time 0.5 hour. Starting materials: C(C)OC(CP(=O)(OCC)OCC)=O (ethyl(diethoxyphosphoryl)acetate), [H-].[Na+] (NaH), C1(CC1)C=O (cyclopropanecarbaldehyde). Isolated yield 88.1%. RXN SMILES: [H-].[Na+].[CH2:3]([O:5][C:6](=[O:16])[CH2:7]P(OCC)(OCC)=O)[CH3:4].[CH:17]1([CH:20]=O)[CH2:19][CH2:18]1>C1COCC1>[CH:17]1(/[CH:20]=[CH:7]/[C:6]([O:5][CH2:3][CH3:4])=[O:16])[CH2:19][CH2:18]1 |f:0.1|. Procedure: To a stirred suspension of NaH (60% in oil, 2.1 g, 51.5 mmol) in dry THF (50 mL) was added dropwise ethyl(diethoxyphosphoryl)acetate (10.6 g, 47.1 mmol) at 0° C. under N2 atmosphere. The resulting mixture was stirred at 0° C. for 0.5 hr and added dropwise a solution of cyclopropanecarbaldehyde (3.0 g, 42.9 mmol) in dry THF (50 mL). After the addition, the mixture was stirred at rt for 16 hrs. Then the reaction mixture was quenched by addition of 5% NH4Cl (100 mL) at 0° C. and extracted with EtOA...